This data is from the Open Reaction Database (ORD), a public repository of structured organic reaction records. The task is: describe an organic reaction: reactants, conditions, products, and yield The reactants are [N+](=O)([O-])C1=CC=C(CNC2=NC=CC=N2)C=C1 (N-(4-nitrobenzyl)-N-(2-pyrimidinyl)amine), [BH4-].[Na+] (sodium boro hydride). The reagents and catalysts are [Ni](Br)Br (nickel bromide). The solvent is C1CCOC1 (THF), CO (methanol). Conditions: time 30 minute. Product: N1=C(N=CC=C1)NCC1=CC=C(N)C=C1 (4-[N-(2-pyrimidinyl)aminomethyl]aniline). Yield: 26.0%. Reaction SMILES: [N+:1]([C:4]1[CH:17]=[CH:16][C:7]([CH2:8][NH:9][C:10]2[N:15]=[CH:14][CH:13]=[CH:12][N:11]=2)=[CH:6][CH:5]=1)([O-])=O.[BH4-].[Na+]>C1COCC1.CO.[Ni](Br)Br>[N:11]1[CH:12]=[CH:13][CH:14]=[N:15][C:10]=1[NH:9][CH2:8][C:7]1[CH:16]=[CH:17][C:4]([NH2:1])=[CH:5][CH:6]=1 |f:1.2|. Procedure: In THF (20 ml) and methanol (20 ml) was dissolved N-(4-nitrobenzyl)-N-(2-pyrimidinyl)amine (921 mg, 4.00 mmol), and to the mixture were added at 0° C. nickel bromide (137 mg) and sodium boro hydride(955 mg). The mixture was stirred at room temperature for 30 minutes and concentrated under reduced pressure. To the residue were added ethyl acetate, THF and water, and the insoluble materials were filtered off. The aqueous layer was extracted with ethyl acetate-THF, and the organic layer was dried w... Starting materials: C(CCC)(=O)C1C(CC(CC1=O)C1COC(OCC1)C(C)C)=O (2-butyryl-5-(2-isopropyl-1,3-dioxepan-5-yl)-cyclohexane-1,3-dione), [Cl-].C(C)O[NH3+] (ethoxyammonium chloride), C([O-])(O)=O.[Na+] (sodium bicarbonate). Run in CO (methanol). The product is C(C)ONC(CCC)=C1C(CC(CC1=O)C1COC(OCC1)C(C)C)=O (2-(1-ethoxyamino-n-butylidene)-5-(2-isopropyl1,3-dioxepan-5-yl)-cyclohexane-1,3-dione). RXN SMILES: [C:1]([CH:6]1[C:11](=[O:12])[CH2:10][CH:9]([CH:13]2[CH2:19][CH2:18][O:17][CH:16]([CH:20]([CH3:22])[CH3:21])[O:15][CH2:14]2)[CH2:8][C:7]1=[O:23])(=O)[CH2:2][CH2:3][CH3:4].[Cl-].[CH2:25]([O:27][NH3+:28])[CH3:26].C(=O)(O)[O-].[Na+]>CO>[CH2:25]([O:27][NH:28][C:1](=[C:6]1[C:11](=[O:12])[CH2:10][CH:9]([CH:13]2[CH2:19][CH2:18][O:17][CH:16]([CH:20]([CH3:22])[CH3:21])[O:15][CH2:14]2)[CH2:8][C:7]1=[O:23])[CH2:2][CH2:3][CH3:4])[CH3:26] |f:1.2,3.4|. Procedure: 6.5 parts by weight of 2-butyryl-5-(2-isopropyl-1,3-dioxepan-5-yl)-cyclohexane-1,3-dione, 2.1 parts by weight of ethoxyammonium chloride and 1.8 parts by weight of sodium bicarbonate in 80 parts by volume of methanol are stirred for 16 hours at room temperature. The solvent is distilled off under reduced pressure, the residue is stirred with 50 parts by volume of water and 50 parts by volume of dichloromethane, the organic phase is separated off, the aqueous phase is extracted once with 50 parts...